Dataset: the Open Reaction Database (ORD), a public repository of structured organic reaction records. Task: describe an organic reaction: reactants, conditions, products, and yield The reactants are C(C)(=O)OCC (Ethyl acetate), [N+](=O)([O-])C=1C=C(C=CC1)C(C)=O (3′-Nitroacetophenone), O (water), S(=O)(=O)(Cl)Cl (sulfuryl chloride). Run in O1CCCC1 (tetrahydrofuran). Reaction conditions: time 15 minute. Yields the product ClCC(=O)C1=CC(=CC=C1)[N+](=O)[O-] (2-chloro-3′-nitroacetophenone). The yield is 58.3%. RXN SMILES: [N+:1]([C:4]1[CH:5]=[C:6]([C:10](=[O:12])[CH3:11])[CH:7]=[CH:8][CH:9]=1)([O-:3])=[O:2].S(Cl)([Cl:16])(=O)=O.O.C(OCC)(=O)C>O1CCCC1>[Cl:16][CH2:11][C:10]([C:6]1[CH:7]=[CH:8][CH:9]=[C:4]([N+:1]([O-:3])=[O:2])[CH:5]=1)=[O:12]. Reported procedure: 3′-Nitroacetophenone (2.00 g) was dissolved in tetrahydrofuran (24.2 ml), and sulfuryl chloride (4.90 g) was dropwise added thereto at 22° C. over 15 minutes. After stirring for 2 hours, water (150 ml) was added to the reaction mixture and stirred for 1 hour. Ethyl acetate was added, and the separated organic layer was washed with aqueous saturated sodium bicarbonate/aqueous saturated sodium chloride mixed solvent. After drying over anhydrous sodium sulfate, the solvent was distilled off under r... Reactants: N(=O)OCCC(C)C (Isoamyl nitrite), C1(C(CC2=CC=CC=C12)=O)=O (indan-1,2-dione), Cl (HCl), N(=O)[O-] (nitrite), Cl (HCl). Run in CO (MeOH). Run at time 3 hour. Product: C1(C(CC2=CC=CC=C12)=NO)=O (indan-1,2-dione-2-oxime). Isolated yield 42.7%. As a reaction SMILES: [N:1](OCCC(C)C)=[O:2].[C:9]1(=[O:19])[C:17]2[C:12](=[CH:13][CH:14]=[CH:15][CH:16]=2)[CH2:11][C:10]1=O.Cl.N([O-])=O>CO>[C:9]1(=[O:19])[C:17]2[C:12](=[CH:13][CH:14]=[CH:15][CH:16]=2)[CH2:11][C:10]1=[N:1][OH:2]. Reported procedure: Isoamyl nitrite (15 ml, 108 mmol) was added to a solution of indan-1,2-dione (12 g, 90 mmol) in MeOH (380 ml) at 45° C. followed by concentrated HCl (12 ml) dropwise over 5 minutes. The reaction mixture was stirred for 3 hours at room temperature. Excess isoaamyl nitrite (1 ml) and concentrated HCl (1 ml) was added and the suspension stirred for a further 15 minutes. On cooling to room temperature a white precipitate formed. The precipitate was filtered off and washed with cold MeOH (40 ml) foll... Starting materials: CN(C)C(=O)Nc1ccc(-c2nn(C)cc2-c2ccnc3[nH]c(-c4cnc(N5CCN(C(=O)OC(C)(C)C)CC5)nc4)cc23)cc1, ClCCl, O=C(O)C(F)(F)F. The product is CN(C)C(=O)Nc1ccc(-c2nn(C)cc2-c2ccnc3[nH]c(-c4cnc(N5CCNCC5)nc4)cc23)cc1. RXN SMILES: [CH3:1][N:2]([C:3](=[O:4])[NH:5][c:6]1[cH:7][cH:8][c:9](-[c:12]2[n:13][n:14]([CH3:45])[cH:15][c:16]2-[c:17]2[c:18]3[c:19]([n:20][cH:21][cH:22]2)[nH:23][c:24](-[c:26]2[cH:27][n:28][c:29]([N:32]4[CH2:33][CH2:34][N:35]([C:38]([O:39][C:40]([CH3:41])([CH3:42])[CH3:43])=[O:44])[CH2:36][CH2:37]4)[n:30][cH:31]2)[cH:25]3)[cH:10][cH:11]1)[CH3:46].[Cl:54][CH2:55][Cl:56].[OH:47][C:48]([C:49]([F:50])([F:51])[F:52])=[O:53]>>[CH3:1][N:2]([C:3](=[O:4])[NH:5][c:6]1[cH:7][cH:8][c:9](-[c:12]2[n:13][n:14]([CH3:45])[cH:15][c:16]2-[c:17]2[c:18]3[c:19]([n:20][cH:21][cH:22]2)[nH:23][c:24](-[c:26]2[cH:27][n:28][c:29]([N:32]4[CH2:33][CH2:34][NH:35][CH2:36][CH2:37]4)[n:30][cH:31]2)[cH:25]3)[cH:10][cH:11]1)[CH3:46].